From a dataset of the Open Reaction Database (ORD), a public repository of structured organic reaction records. describe an organic reaction: reactants, conditions, products, and yield Starting materials: CO (methanol), Cl.CN1N=C(N=N1)CN (1-(2-Methyl-2H-tetraazol-5-yl)methanamine Hydrochloride), Cl.ClC=1C=C(CN2C[C@@H](OCC2)CNC(OC2=CC=C(C=C2)[N+](=O)[O-])=O)C=CC1Cl (4-Nitrophenyl [(2S)-4-(3,4-dichlorobenzyl)morpholin-2-yl]methylcarbamate Hydrochloride), C(C)(C)N(C(C)C)CC (N,N-diisopropylethylamine). The solvent is CN(C=O)C (N,N-dimethylformamide). Run at time 20 hour. Product: ClC=1C=C(CN2C[C@@H](OCC2)CNC(=O)NCC=2N=NN(N2)C)C=CC1Cl (N-{[(2S)-4-(3,4-dichlorobenzyl)morpholin-2-yl]methyl}-N′-[(2-methyl-2H-tetraazol-5-yl)methyl]urea). Isolated yield 86.6%. As a reaction SMILES: Cl.[CH3:2][N:3]1[N:7]=[N:6][C:5]([CH2:8][NH2:9])=[N:4]1.Cl.[Cl:11][C:12]1[CH:13]=[C:14]([CH:36]=[CH:37][C:38]=1[Cl:39])[CH2:15][N:16]1[CH2:21][CH2:20][O:19][C@@H:18]([CH2:22][NH:23][C:24](=O)[O:25]C2C=CC([N+]([O-])=O)=CC=2)[CH2:17]1.C(N(CC)C(C)C)(C)C.CO>CN(C)C=O>[Cl:11][C:12]1[CH:13]=[C:14]([CH:36]=[CH:37][C:38]=1[Cl:39])[CH2:15][N:16]1[CH2:21][CH2:20][O:19][C@@H:18]([CH2:22][NH:23][C:24]([NH:9][CH2:8][C:5]2[N:6]=[N:7][N:3]([CH3:2])[N:4]=2)=[O:25])[CH2:17]1 |f:0.1,2.3|. Procedure: Intermediate 30 (0.041 g) was added to a stirred solution of Intermediate 29 (0.110 g) in N,N-dimethylformamide (2 ml) at 22° C., and N,N-diisopropylethylamine (0.052 ml) was added. After stirring for 20 h, the mixture was applied in two equal portions to ion exchange cartridges (10 g Isolute SCX pre conditioned with methanol). Elution with methanol (3 column volumes) followed by 10% 0.880 ammonia in methanol (2 column volumes) and evaporation of the first basic fractions in vacuo gave the crude... The reactants are F[B-](F)(F)F, CC(=O)[O-], CC#N, CC(C)(C)OC(=O)N1C=CC(c2cc(F)ccc2F)C1, [Na+], O=C(C=Cc1ccccc1)C=Cc1ccccc1, O=C(C=Cc1ccccc1)C=Cc1ccccc1, O=C(C=Cc1ccccc1)C=Cc1ccccc1, O, O, O, [Pd], [Pd], N#[N+]c1ccccc1. The product is CC(C)(C)OC(=O)N1CC(c2cc(F)ccc2F)=CC1c1ccccc1. Reaction SMILES: [B-:21]([F:22])([F:23])([F:24])[F:25].[C:37]([O-:38])(=[O:39])[CH3:40].[CH3:42][C:43]#[N:44].[F:1][c:2]1[c:3]([CH:9]2[CH2:10][N:11]([C:14](=[O:15])[O:16][C:17]([CH3:18])([CH3:19])[CH3:20])[CH:12]=[CH:13]2)[cH:4][c:5]([F:8])[cH:6][cH:7]1.[Na+:41].[O:47]=[C:48]([CH:49]=[CH:50][c:51]1[cH:52][cH:53][cH:54][cH:55][cH:56]1)[CH:57]=[CH:58][c:59]1[cH:60][cH:61][cH:62][cH:63][cH:64]1.[O:65]=[C:66]([CH:67]=[CH:68][c:69]1[cH:70][cH:71][cH:72][cH:73][cH:74]1)[CH:75]=[CH:76][c:77]1[cH:78][cH:79][cH:80][cH:81][cH:82]1.[O:83]=[C:84]([CH:85]=[CH:86][c:87]1[cH:88][cH:89][cH:90][cH:91][cH:92]1)[CH:93]=[CH:94][c:95]1[cH:96][cH:97][cH:98][cH:99][cH:100]1.[OH2:34].[OH2:35].[OH2:36].[Pd:45].[Pd:46].[c:26]1([N+:32]#[N:33])[cH:27][cH:28][cH:29][cH:30][cH:31]1>>[F:1][c:2]1[c:3]([C:9]2=[CH:13][CH:12]([c:26]3[cH:27][cH:28][cH:29][cH:30][cH:31]3)[N:11]([C:14](=[O:15])[O:16][C:17]([CH3:18])([CH3:19])[CH3:20])[CH2:10]2)[cH:4][c:5]([F:8])[cH:6][cH:7]1.